This data is from the Open Reaction Database (ORD), a public repository of structured organic reaction records. The task is: describe an organic reaction: reactants, conditions, products, and yield Starting materials: CCO, [Cl-], ClCCl, O=[N+]([O-])c1cc(S(=O)(=O)c2ccccc2)ccc1Cl, O, O. The product is Nc1cc(S(=O)(=O)c2ccccc2)ccc1Cl. As a reaction SMILES: [CH3:26][CH2:27][OH:28].[Cl-:22].[Cl:23][CH2:24][Cl:25].[N+:1]([O-:2])(=[O:3])[c:4]1[c:5]([Cl:19])[cH:6][cH:7][c:8]([S:10](=[O:11])(=[O:12])[c:13]2[cH:14][cH:15][cH:16][cH:17][cH:18]2)[cH:9]1.[OH2:20].[OH2:21]>>[NH2:1][c:4]1[c:5]([Cl:19])[cH:6][cH:7][c:8]([S:10](=[O:11])(=[O:12])[c:13]2[cH:14][cH:15][cH:16][cH:17][cH:18]2)[cH:9]1.